This data is from the Open Reaction Database (ORD), a public repository of structured organic reaction records. The task is: describe an organic reaction: reactants, conditions, products, and yield Starting materials: COC(=O)c1ccc(CBr)cc1Oc1ccccc1, Cc1ccccc1, [K], C1COCCOCCOCCOCCOCCO1, c1cncc(Oc2cccnc2)c1. Yields the product COC(=O)c1ccc(COc2cccnc2)cc1Oc1ccccc1. Reaction SMILES: [CH3:1][O:2][C:3]([c:4]1[c:5]([O:12][c:13]2[cH:14][cH:15][cH:16][cH:17][cH:18]2)[cH:6][c:7]([CH2:10][Br:11])[cH:8][cH:9]1)=[O:19].[CH3:52][c:53]1[cH:54][cH:55][cH:56][cH:57][cH:58]1.[K:51].[O:20]1[CH2:21][CH2:22][O:23][CH2:24][CH2:25][O:26][CH2:27][CH2:28][O:29][CH2:30][CH2:31][O:32][CH2:33][CH2:34][O:35][CH2:36][CH2:37]1.[n:38]1[cH:39][c:40]([O:44][c:45]2[cH:46][n:47][cH:48][cH:49][cH:50]2)[cH:41][cH:42][cH:43]1>>[CH3:1][O:2][C:3]([c:4]1[c:5]([O:12][c:13]2[cH:14][cH:15][cH:16][cH:17][cH:18]2)[cH:6][c:7]([CH2:10][O:44][c:40]2[cH:39][n:38][cH:43][cH:42][cH:41]2)[cH:8][cH:9]1)=[O:19]. Starting materials: N1C(=NC=C1)CC1=CC=C(C#N)C=C1 (4-(1-imidazolylmethyl)benzonitrile), C(CCC)[Li] (n-butyl lithium), N#N (N2), C(C)(C)NC(C)C (di-isopropylamine). The solvent is O1CCCC1 (tetrahydrofuran), O1CCCC1 (tetrahydrofuran). Yields the product N1(C=NC=C1)C(C)C1=CC=C(C#N)C=C1 (4-[1-(1-imidazolyl)ethyl]benzonitrile). As a reaction SMILES: C([Li])CCC.[N:6]#N.[CH:8]([NH:11][CH:12](C)C)([CH3:10])C.N1C=CN=[C:16]1[CH2:20][C:21]1[CH:28]=[CH:27][C:24]([C:25]#[N:26])=[CH:23][CH:22]=1>O1CCCC1>[N:11]1([CH:20]([C:21]2[CH:22]=[CH:23][C:24]([C:25]#[N:26])=[CH:27][CH:28]=2)[CH3:16])[CH:8]=[CH:10][N:6]=[CH:12]1. Procedure details: A solution of n-butyl lithium (25 mL of 2.1M reagent in hexane, 0.0525 mole) is added dropwise in an N2 atmosphere to a solution of di-isopropylamine (5.6 g) in tetrahydrofuran (100 mL) which is maintained at -20°. This cold solution is then added dropwise to a solution of 4-(1-imidazolylmethyl)benzonitrile (9.15 g) in tetrahydrofuran (250 mL) which is maintained at -50° during addition and for 30 minutes subsequently. The reaction mixture is then cooled to -70° for 30 minutes and then without e... Starting materials: CCOC(=O)C(C)(C)Cc1ccc(F)cc1, Cl, [Na+], [OH-], O. The product is CC(C)(Cc1ccc(F)cc1)C(=O)O. RXN SMILES: [CH2:1]([CH3:2])[O:3][C:4]([C:5]([CH2:6][c:7]1[cH:8][cH:9][c:10]([F:13])[cH:11][cH:12]1)([CH3:14])[CH3:15])=[O:16].[ClH:19].[Na+:18].[OH-:17].[OH2:20]>>[O:3]=[C:4]([C:5]([CH2:6][c:7]1[cH:8][cH:9][c:10]([F:13])[cH:11][cH:12]1)([CH3:14])[CH3:15])[OH:16].